From a dataset of the Open Reaction Database (ORD), a public repository of structured organic reaction records. describe an organic reaction: reactants, conditions, products, and yield Reactants: [OH-].[Na+] (sodium hydroxide), C(=O)(O)C=1C=C(C=CC1)C1=C(C=CC(=C1)OC)C1C(C(C2=CC=C(C=C12)OCCC)C1=CC2=C(C=C1)OCO2)C(=O)OC (Methyl (1RS,2SR,3RS)-3-[2-(3Carboxyphenyl)-4-methoxyphenyl]-1-(3,4-methylenedioxyphenyl)-5-(prop-1-yloxy)indane-2-carboxylate), Cl (hydrochloric acid). Run in O (water), CC(C)O (propan-2-ol). Yields the product C(=O)(O)C=1C=C(C=CC1)C1=C(C=CC(=C1)OC)C1C(C(C2=CC=C(C=C12)OCCC)C1=CC2=C(C=C1)OCO2)C(=O)O ((1RS,2SR,3RS)-3-[2-(3-Carboxyphenyl)-4-methoxyphenyl]-1-(3,4-methylenedioxyphenyl)-5-(prop-1-yloxy)indane-2-carboxylic acid). The yield is 25.6%. Reaction SMILES: [C:1]([C:4]1[CH:5]=[C:6]([C:10]2[CH:15]=[C:14]([O:16][CH3:17])[CH:13]=[CH:12][C:11]=2[CH:18]2[C:26]3[C:21](=[CH:22][CH:23]=[C:24]([O:27][CH2:28][CH2:29][CH3:30])[CH:25]=3)[CH:20]([C:31]3[CH:36]=[CH:35][C:34]4[O:37][CH2:38][O:39][C:33]=4[CH:32]=3)[CH:19]2[C:40]([O:42]C)=[O:41])[CH:7]=[CH:8][CH:9]=1)([OH:3])=[O:2].[OH-].[Na+].Cl>CC(O)C.O>[C:1]([C:4]1[CH:5]=[C:6]([C:10]2[CH:15]=[C:14]([O:16][CH3:17])[CH:13]=[CH:12][C:11]=2[CH:18]2[C:26]3[C:21](=[CH:22][CH:23]=[C:24]([O:27][CH2:28][CH2:29][CH3:30])[CH:25]=3)[CH:20]([C:31]3[CH:36]=[CH:35][C:34]4[O:37][CH2:38][O:39][C:33]=4[CH:32]=3)[CH:19]2[C:40]([OH:42])=[O:41])[CH:7]=[CH:8][CH:9]=1)([OH:3])=[O:2] |f:1.2|. Procedure details: Methyl (1RS,2SR,3RS)-3-[2-(3Carboxyphenyl)-4-methoxyphenyl]-1-(3,4-methylenedioxyphenyl)-5-(prop-1-yloxy)indane-2-carboxylate (0.08 g, crude) was dissolved in propan-2-ol (I ml) and aqueous sodium hydroxide (1M, 1 ml ,l mmol) added. The mixture was refluxed for 12 hr. then cooled, diluted with water, acidified with 3M-aqueous hydrochloric acid and extracted with ethyl acetate (3×). The combined organic extract was purified by column chromatography on silical-gel (eluant: 30% EtOAc/hexane/5% AcOH... Reactants: NC1=C(C(=O)OC)C=CC=C1 (Methyl 2-aminobenzoate), NC1=C(C(=O)OC)C=CC=C1 (Methyl 2-aminobenzoate), N1=CC=CC=C1 (pyridine), COC=1C=C(C(=O)Cl)C=CC1OC (3,4-dimethoxybenzoyl chloride), COC=1C=C(C(=O)Cl)C=CC1OC (3,4-dimethoxybenzoyl chloride). The solvent is C(Cl)Cl (methylene chloride). Conditions: time 30 minute. The product is COC=1C=C(C(=O)NC2=C(C(=O)OC)C=CC=C2)C=CC1OC (methyl 2-[(3,4-dimethoxybenzoyl)amino]benzoate), intermediate. The yield is 100.0%. Reaction SMILES: [NH2:1][C:2]1[CH:11]=[CH:10][CH:9]=[CH:8][C:3]=1[C:4]([O:6][CH3:7])=[O:5].N1C=CC=CC=1.[CH3:18][O:19][C:20]1[CH:21]=[C:22]([CH:26]=[CH:27][C:28]=1[O:29][CH3:30])[C:23](Cl)=[O:24]>C(Cl)Cl>[CH3:18][O:19][C:20]1[CH:21]=[C:22]([CH:26]=[CH:27][C:28]=1[O:29][CH3:30])[C:23]([NH:1][C:2]1[CH:11]=[CH:10][CH:9]=[CH:8][C:3]=1[C:4]([O:6][CH3:7])=[O:5])=[O:24]. Procedure: Methyl 2-aminobenzoate (compound A) (2.0 g) was dissolved in anhydrous methylene chloride (40.0 ml). Subsequently, pyridine (2.0 ml) and 3,4-dimethoxybenzoyl chloride (compound B) (3.14 g) were added to the solution at room temperature, and the mixture was stirred at that temperature for 30 min. After the completion of the reaction, distilled water was added thereto, and the mixture was subjected to separatory extraction with chloroform. The organic layer was washed with a saturated aqueous sodi...